Dataset: the Open Reaction Database (ORD), a public repository of structured organic reaction records. Task: describe an organic reaction: reactants, conditions, products, and yield Reactants: Br, C1CCCCC1, OCCCCCCCCCCCCCCO. The product is OCCCCCCCCCCCCCCBr. RXN SMILES: [BrH:17].[CH2:18]1[CH2:19][CH2:20][CH2:21][CH2:22][CH2:23]1.[CH2:1]([CH2:2][CH2:3][CH2:4][CH2:5][CH2:6][CH2:7][CH2:8][CH2:9][CH2:10][CH2:11][CH2:12][CH2:13][CH2:14][OH:15])[OH:16]>>[CH2:1]([CH2:2][CH2:3][CH2:4][CH2:5][CH2:6][CH2:7][CH2:8][CH2:9][CH2:10][CH2:11][CH2:12][CH2:13][CH2:14][OH:15])[Br:17]. Reactants: C(C)(C)(C)OC(=O)NC(=NC1=CC(=CC=C1)C1=NC=CC=C1C)NC(=O)OC(C)(C)C (N,N′-bis(tert-butoxycarbonyl)-N″-(3-(3-methylpyridin-2-yl)phenyl)guanidine), Cl (hydrogen chloride). Solvent: ClCCl (dichloromethane), O1CCOCC1 (1,4-dioxane). Run at time 8 hour. Yields the product Cl.Cl.CC=1C(=NC=CC1)C=1C=C(C=CC1)NC(=N)N (3-(3-methylpyridin-2-yl)phenylguanidine dihydrochloride). Reaction SMILES: C(OC([NH:8][C:9]([NH:24]C(OC(C)(C)C)=O)=[N:10][C:11]1[CH:16]=[CH:15][CH:14]=[C:13]([C:17]2[C:22]([CH3:23])=[CH:21][CH:20]=[CH:19][N:18]=2)[CH:12]=1)=O)(C)(C)C.[ClH:32]>ClCCl.O1CCOCC1>[ClH:32].[ClH:32].[CH3:23][C:22]1[C:17]([C:13]2[CH:12]=[C:11]([NH:10][C:9]([NH2:24])=[NH:8])[CH:16]=[CH:15][CH:14]=2)=[N:18][CH:19]=[CH:20][CH:21]=1 |f:4.5.6|. Reported procedure: To a solution of N,N′-bis(tert-butoxycarbonyl)-N″-(3-(3-methylpyridin-2-yl)phenyl)guanidine (213 mg) in dichloromethane (2 ml) was added a solution of hydrogen chloride in 1,4-dioxane (4N, 4 ml), and the mixture was stirred at room temperature for 8 hours. The solvent was evaporated under reduced pressure. To the residue was added 5% ethanol in ethyl acetate (100 ml), and the precipitate was collected by filtration and dried under reduced pressure to give 3-(3-methylpyridin-2-yl)phenylguanidine ... Reactants: C(C)OC(=O)C1=CC2=C(N(C(=N2)C=2C=C3C(=CC(=NC3=CC2)C2=CC=CC=C2)Cl)C2CCCCC2)C=C1 (2-(4-chloro-2-phenyl-quinolin-6-yl)-1-cyclohexyl-1H-benzoimidazole-5-carboxylic acid ethyl ester), C1(CCCCC1)N1C(=NC2=C1C=CC(=C2)C(=O)O)C=2C=C1C(=CC(=NC1=CC2)C2=CC=CC=C2)N(C)C (1-Cyclohexyl-2-(4-dimethylamino-2-phenyl-quinolin-6-yl)-1H-benzoimidazole-5-carboxylic acid), C1=C(C=CC2=CC=C(C=C12)O)O (naphthalene-2,7-diol). Product: C1(CCCCC1)N1C(=NC2=C1C=CC(=C2)C(=O)O)C=2C=C1C(=CC(=NC1=CC2)C2=CC=CC=C2)OC2=CC1=CC(=CC=C1C=C2)O (1-cyclohexyl-2-[4-(7-hydroxy-naphthalen-2-yloxy)-2-phenyl-quinolin-6-yl]-1H-benzoimidazole-5-carboxylic acid). Reaction SMILES: C([O:3][C:4]([C:6]1[CH:37]=[CH:36][C:9]2[N:10]([CH:30]3[CH2:35][CH2:34][CH2:33][CH2:32][CH2:31]3)[C:11]([C:13]3[CH:14]=[C:15]4[C:20](=[CH:21][CH:22]=3)[N:19]=[C:18]([C:23]3[CH:28]=[CH:27][CH:26]=[CH:25][CH:24]=3)[CH:17]=[C:16]4Cl)=[N:12][C:8]=2[CH:7]=1)=[O:5])C.C1(N2C3C=CC(C(O)=O)=CC=3N=C2C2C=C3C(=CC=2)N=C(C2C=CC=CC=2)C=C3N(C)C)CCCCC1.[CH:75]1[C:84]2[C:79](=[CH:80][CH:81]=[C:82]([OH:85])[CH:83]=2)[CH:78]=[CH:77][C:76]=1[OH:86]>>[CH:30]1([N:10]2[C:9]3[CH:36]=[CH:37][C:6]([C:4]([OH:5])=[O:3])=[CH:7][C:8]=3[N:12]=[C:11]2[C:13]2[CH:14]=[C:15]3[C:20](=[CH:21][CH:22]=2)[N:19]=[C:18]([C:23]2[CH:28]=[CH:27][CH:26]=[CH:25][CH:24]=2)[CH:17]=[C:16]3[O:86][C:76]2[CH:77]=[CH:78][C:79]3[C:84](=[CH:83][C:82]([OH:85])=[CH:81][CH:80]=3)[CH:75]=2)[CH2:31][CH2:32][CH2:33][CH2:34][CH2:35]1. Reported procedure: In this reaction 51 mg (0.1 mmol) of crude 2-(4-chloro-2-phenyl-quinolin-6-yl)-1-cyclohexyl-1H-benzoimidazole-5-carboxylic acid ethyl ester were used in the same reaction sequence as that used for Compound 481. The nucleophile used was naphthalene-2,7-diol. Yield: 6.2 mg. Starting materials: CN, CO, ClCCl, CCOC(=O)c1nn(-c2cccnc2)c(=O)c2c1c1ccc(F)cc1n2C. Yields the product CNC(=O)c1nn(-c2cccnc2)c(=O)c2c1c1ccc(F)cc1n2C. RXN SMILES: [CH3:1][NH2:2].[CH3:33][OH:34].[Cl:30][CH2:31][Cl:32].[F:3][c:4]1[cH:5][cH:6][c:7]2[c:8]3[c:9]([n:10]([CH3:13])[c:11]2[cH:12]1)[c:14](=[O:29])[n:15](-[c:23]1[cH:24][n:25][cH:26][cH:27][cH:28]1)[n:16][c:17]3[C:18]([O:20][CH2:19][CH3:21])=[O:22]>>[CH3:1][NH:2][C:18]([c:17]1[c:8]2[c:7]3[cH:6][cH:5][c:4]([F:3])[cH:12][c:11]3[n:10]([CH3:13])[c:9]2[c:14](=[O:29])[n:15](-[c:23]2[cH:24][n:25][cH:26][cH:27][cH:28]2)[n:16]1)=[O:20].